From a dataset of the Open Reaction Database (ORD), a public repository of structured organic reaction records. describe an organic reaction: reactants, conditions, products, and yield Starting materials: CC(=O)OCCCC(CO[Si](C)(C)C(C)(C)C)N(C)C(=O)OC(C)(C)C, C1CCOC1, CO, CCOC(C)=O, [Na+], [OH-]. Yields the product CN(C(=O)OC(C)(C)C)C(CCCO)CO[Si](C)(C)C(C)(C)C. As a reaction SMILES: [C:1](=[O:2])([CH3:3])[O:4][CH2:5][CH2:6][CH2:7][CH:8]([CH2:9][O:10][Si:11]([CH3:12])([CH3:13])[C:14]([CH3:15])([CH3:16])[CH3:17])[N:18]([CH3:19])[C:20](=[O:21])[O:22][C:23]([CH3:24])([CH3:25])[CH3:26].[CH2:29]1[O:30][CH2:31][CH2:32][CH2:33]1.[CH3:34][OH:35].[CH3:36][CH2:37][O:38][C:39]([CH3:40])=[O:41].[Na+:28].[OH-:27]>>[OH:4][CH2:5][CH2:6][CH2:7][CH:8]([CH2:9][O:10][Si:11]([CH3:12])([CH3:13])[C:14]([CH3:15])([CH3:16])[CH3:17])[N:18]([CH3:19])[C:20](=[O:21])[O:22][C:23]([CH3:24])([CH3:25])[CH3:26]. Starting materials: COC(=O)C(C)(C)c1ccc(Br)cc1, C1CCOC1, C[Si](C)(C)[O-], ClCCl, Cl, [K+], O. Yields the product CC(C)(C(=O)O)c1ccc(Br)cc1. Reaction SMILES: [Br:1][c:2]1[cH:3][cH:4][c:5]([C:8]([C:9](=[O:10])[O:11][CH3:12])([CH3:13])[CH3:14])[cH:6][cH:7]1.[CH2:22]1[O:23][CH2:24][CH2:25][CH2:26]1.[CH3:15][Si:16]([CH3:17])([CH3:18])[O-:19].[Cl:28][CH2:29][Cl:30].[ClH:21].[K+:20].[OH2:27]>>[Br:1][c:2]1[cH:3][cH:4][c:5]([C:8]([C:9](=[O:10])[OH:11])([CH3:13])[CH3:14])[cH:6][cH:7]1.